From a dataset of the Open Reaction Database (ORD), a public repository of structured organic reaction records. describe an organic reaction: reactants, conditions, products, and yield Starting materials: O=C([O-])[O-], CCC(C)=O, CS(=O)(=O)OC1Cc2ccccc2C1, Cl, [K+], [K+], CCCOC(=O)C(C)Oc1ccc(O)cc1. The product is CCCOC(=O)C(C)Oc1ccc(OC2Cc3ccccc3C2)cc1. As a reaction SMILES: [C:15](=[O:16])([O-:17])[O-:18].[CH2:38]([C:39]([CH3:40])=[O:41])[CH3:42].[CH3:1][S:2](=[O:3])(=[O:4])[O:5][CH:6]1[CH2:7][c:8]2[cH:9][cH:10][cH:11][cH:12][c:13]2[CH2:14]1.[ClH:37].[K+:19].[K+:20].[OH:21][c:22]1[cH:23][cH:24][c:25]([O:26][CH:27]([C:28](=[O:29])[O:30][CH2:31][CH2:32][CH3:33])[CH3:34])[cH:35][cH:36]1>>[O:5]([CH:6]1[CH2:7][c:8]2[cH:9][cH:10][cH:11][cH:12][c:13]2[CH2:14]1)[c:22]1[cH:23][cH:24][c:25]([O:26][CH:27]([C:28](=[O:29])[O:30][CH2:31][CH2:32][CH3:33])[CH3:34])[cH:35][cH:36]1. Starting materials: C(C)(C)[N-]C(C)C.[Li+] (lithium diisopropylamide), C1(=CC=CC=C1)S(=O)(=O)N1C=CC=2C1=NC=CC2 (1-benzenesulfonyl-1H-pyrrolo[2,3-b]pyridine), C(CCC)[Li] (n-butyllithium), CCCCCC (n-hexane), C(C)(C)NC(C)C (diisopropylamine), CC(CC=O)(C)C (3,3-dimethyl-butyraldehyde). Run in O1CCCC1 (tetrahydrofuran), O1CCCC1 (tetrahydrofuran). Reaction conditions: temperature -78 celsius, time 15 minute. Yields the product C1(=CC=CC=C1)S(=O)(=O)N1C(=CC=2C1=NC=CC2)C(CC(C)(C)C)O (1-(1-benzenesulfonyl-1H-pyrrolo[2,3-b]pyridin-2-yl)-3,3-dimethyl-butan-1-ol). Yield: 66.5%. Reaction SMILES: [C:1]1([S:7]([N:10]2[C:14]3=[N:15][CH:16]=[CH:17][CH:18]=[C:13]3[CH:12]=[CH:11]2)(=[O:9])=[O:8])[CH:6]=[CH:5][CH:4]=[CH:3][CH:2]=1.C([N-]C(C)C)(C)C.[Li+].C([Li])CCC.CCCCCC.C(NC(C)C)(C)C.[CH3:45][C:46]([CH3:51])([CH3:50])[CH2:47][CH:48]=[O:49]>O1CCCC1>[C:1]1([S:7]([N:10]2[C:14]3=[N:15][CH:16]=[CH:17][CH:18]=[C:13]3[CH:12]=[C:11]2[CH:48]([OH:49])[CH2:47][C:46]([CH3:51])([CH3:50])[CH3:45])(=[O:9])=[O:8])[CH:2]=[CH:3][CH:4]=[CH:5][CH:6]=1 |f:1.2|. Procedure details: To a suspension of 1-benzenesulfonyl-1H-pyrrolo[2,3-b]pyridine (3.5 g, 13 mmol) in dry tetrahydrofuran (150 mL) at −78° C. was added freshly prepared lithium diisopropylamide [prepared by adding 1.6 M n-butyllithium in n-hexane (12.5 mL, 20 mmol) to a 0° C. solution of diisopropylamine (3.06 mL, 21 mmol) in dry tetrahydrofuran (10 mL)] dropwise. The mixture was stirred at −78° C. for 15 min and then treated with 3,3-dimethyl-butyraldehyde (3.1 mL, 24 mmol) dropwise. The resulting mixture was sti... Starting materials: BrCC(=O)O (2-bromo acetic acid), Cl (HCl), [Li+].CC(C)[N-]C(C)C (LDA), C(C)OC(CC1SC2=C(NC1=O)C=CC=C2)=O ((3-oxo-3,4-dihydro-2H-benzo[1,4]thiazin-2-yl)-acetic acid ethyl ester). The solvent is C1CCOC1 (THF), C1CCOC1 (THF), C1CCOC1 (THF), C1CCOC1 (THF), C(C)OCC (Ethyl ether). Reaction conditions: time 2 hour. Product: C(=O)(O)CN1C2=C(SC(C1=O)CC(=O)OCC)C=CC=C2 (ethyl 2-(3,4-dihydro-4-(carboxymetyl)-3-oxo-2H-benzo[b][1,4]thiazin-2-yl)acetate). The yield is 50.0%. RXN SMILES: [Li+].CC([N-]C(C)C)C.[CH2:9]([O:11][C:12](=[O:25])[CH2:13][CH:14]1[C:19](=[O:20])[NH:18][C:17]2[CH:21]=[CH:22][CH:23]=[CH:24][C:16]=2[S:15]1)[CH3:10].Br[CH2:27][C:28]([OH:30])=[O:29].Cl>C1COCC1.C(OCC)C>[C:28]([CH2:27][N:18]1[C:19](=[O:20])[CH:14]([CH2:13][C:12]([O:11][CH2:9][CH3:10])=[O:25])[S:15][C:16]2[CH:24]=[CH:23][CH:22]=[CH:21][C:17]1=2)([OH:30])=[O:29] |f:0.1|. Reported procedure: To a solution of LDA (2M) in THF (3.26 mmol) in 2 mL of anhydrous THF at 0° C. and under nitrogen, a solution of (3-oxo-3,4-dihydro-2H-benzo[1,4]thiazin-2-yl)-acetic acid ethyl ester (1.62 mmol) in 4 mL of dry THF is added dropwise. The temperature of the reaction mixture is held at room temperature for 2 hours and then dropped to −78° C. A solution of 2-bromo acetic acid (1.64 mmol) in 2 mL of anhydrous THF is added and the temperature of the reaction is slowly let to rise to room temperature. ... Reactants: CC(C)(C)OC(=O)C=Cc1ccc(OCc2ccccc2)cc1C(=O)O, ClCCCl, C[Si](C)(C)CCO, CN(C)c1ccncc1, ClCCl. Yields the product CC(C)(C)OC(=O)C=Cc1ccc(OCc2ccccc2)cc1C(=O)OCC[Si](C)(C)C. RXN SMILES: [CH2:1]([c:2]1[cH:3][cH:4][cH:5][cH:6][cH:7]1)[O:8][c:9]1[cH:10][cH:11][c:12]([CH:18]=[CH:19][C:20](=[O:21])[O:22][C:23]([CH3:24])([CH3:25])[CH3:26])[c:13]([C:14](=[O:15])[OH:16])[cH:17]1.[CH2:34]([Cl:35])[CH2:36][Cl:37].[CH3:27][Si:28]([CH2:29][CH2:30][OH:31])([CH3:32])[CH3:33].[CH3:41][N:42]([c:43]1[cH:44][cH:45][n:46][cH:47][cH:48]1)[CH3:49].[Cl:38][CH2:39][Cl:40]>>[CH2:1]([c:2]1[cH:3][cH:4][cH:5][cH:6][cH:7]1)[O:8][c:9]1[cH:10][cH:11][c:12]([CH:18]=[CH:19][C:20](=[O:21])[O:22][C:23]([CH3:24])([CH3:25])[CH3:26])[c:13]([C:14]([O:15][CH2:30][CH2:29][Si:28]([CH3:27])([CH3:32])[CH3:33])=[O:16])[cH:17]1.